This data is from the Open Reaction Database (ORD), a public repository of structured organic reaction records. The task is: describe an organic reaction: reactants, conditions, products, and yield The reactants are O=C([O-])[O-], CCO, CCI, [K+], [K+], O=C1CCCN1c1ccc(-n2cc3c(n2)CCNCC3)cc1. Yields the product CCN1CCc2cn(-c3ccc(N4CCCC4=O)cc3)nc2CC1. As a reaction SMILES: [C:23](=[O:24])([O-:25])[O-:26].[CH3:32][CH2:33][OH:34].[I:29][CH2:30][CH3:31].[K+:27].[K+:28].[n:1]1[n:2](-[c:11]2[cH:12][cH:13][c:14]([N:17]3[C:18](=[O:22])[CH2:19][CH2:20][CH2:21]3)[cH:15][cH:16]2)[cH:3][c:4]2[c:5]1[CH2:6][CH2:7][NH:8][CH2:9][CH2:10]2>>[n:1]1[n:2](-[c:11]2[cH:12][cH:13][c:14]([N:17]3[C:18](=[O:22])[CH2:19][CH2:20][CH2:21]3)[cH:15][cH:16]2)[cH:3][c:4]2[c:5]1[CH2:6][CH2:7][N:8]([CH2:30][CH3:31])[CH2:9][CH2:10]2. Starting materials: CCO, CS(=O)(=O)c1cccc(C=O)c1, O. Product: CS(=O)(=O)c1cccc(CO)c1. Reaction SMILES: [CH3:14][CH2:15][OH:16].[CH3:1][S:2](=[O:3])(=[O:4])[c:5]1[cH:6][c:7]([CH:8]=[O:9])[cH:10][cH:11][cH:12]1.[OH2:13]>>[CH3:1][S:2](=[O:3])(=[O:4])[c:5]1[cH:6][c:7]([CH2:8][OH:9])[cH:10][cH:11][cH:12]1. The reactants are NC1=NC=2C3=C(CCC2C(=C1C#N)C1=C(C=C(C=C1)Cl)Cl)C=CC=C3 (2-amino-4-(2,4-dichloro-phenyl)-5,6-dihydro-benzo[h]quinoline-3-carbonitrile), [H-].[H-].[H-].[H-].[Li+].[Al+3] (LiAlH4), C(C)(=O)OCC (ethyl acetate), O (water). The solvent is C1CCOC1 (THF), C1CCOC1 (THF). Conditions: time 2 hour. Product: NCC=1C(=NC=2C3=C(CCC2C1C1=C(C=C(C=C1)Cl)Cl)C=CC=C3)N (3-Aminomethyl-4-(2,4-dichloro-phenyl)-5,6-dihydro-benzo[h]quinolin-2-ylamine). RXN SMILES: [NH2:1][C:2]1[C:11]([C:12]#[N:13])=[C:10]([C:14]2[CH:19]=[CH:18][C:17]([Cl:20])=[CH:16][C:15]=2[Cl:21])[C:9]2[CH2:8][CH2:7][C:6]3[CH:22]=[CH:23][CH:24]=[CH:25][C:5]=3[C:4]=2[N:3]=1.[H-].[H-].[H-].[H-].[Li+].[Al+3].O.C(OCC)(=O)C>C1COCC1>[NH2:13][CH2:12][C:11]1[C:2]([NH2:1])=[N:3][C:4]2[C:5]3[CH:25]=[CH:24][CH:23]=[CH:22][C:6]=3[CH2:7][CH2:8][C:9]=2[C:10]=1[C:14]1[CH:19]=[CH:18][C:17]([Cl:20])=[CH:16][C:15]=1[Cl:21] |f:1.2.3.4.5.6|. Procedure: Under an atmosphere of argon, a solution of 2-amino-4-(2,4-dichloro-phenyl)-5,6-dihydro-benzo[h]quinoline-3-carbonitrile (200 mg, 0.58 mmol) in THF (1 ml) is added slowly to a suspension of LiAlH4 (162 mg, 4.26 mmol) in THF (1 ml). After stirring for 2 h at room temperature, the reaction mixture is cooled to −20° C. and water (0.2 ml) is added. After 15 min, ethyl acetate is added and the mixture is filtered through Decalite. The organic phase is then separated, washed with water, and dried over... The solvent is COCCOC.O (DME H2O). Reported procedure: A mixture of (1S,2S)-2-thiophen-2-yl-cyclopropanecarboxylic acid [(R)-1-(4-bromo-phenyl)-2-hydroxy-ethyl]-amide (560 mg, 1.53 mmol), K3PO4 (650 mg, 3.0 mmol)) and p-tolylboronic acid (310 mg, 2.3 mmol) in DME/H2O (3/1, 2 ml) was passed through N2 and then Pd(PPh3)4 (178 mg, 0.153 mmol) added. The mixture was stirred in a sealed tube at 85° C. for 1.5 h. The reaction mixture was poured 1N NaOH and extracted with EtOAc (3×). The combined EtOAc layer was dried over MgSO4. After removal of the solve... Yield: 47.6%. The reagents and catalysts are C=1C=CC(=CC1)[P](C=2C=CC=CC2)(C=3C=CC=CC3)[Pd]([P](C=4C=CC=CC4)(C=5C=CC=CC5)C=6C=CC=CC6)([P](C=7C=CC=CC7)(C=8C=CC=CC8)C=9C=CC=CC9)[P](C=1C=CC=CC1)(C=1C=CC=CC1)C=1C=CC=CC1 (Pd(PPh3)4). Starting materials: N#N (N2), BrC1=CC=C(C=C1)[C@H](CO)NC(=O)[C@@H]1[C@H](C1)C=1SC=CC1 ((1S,2S)-2-thiophen-2-yl-cyclopropanecarboxylic acid [(R)-1-(4-bromo-phenyl)-2-hydroxy-ethyl]-amide), [O-]P(=O)([O-])[O-].[K+].[K+].[K+] (K3PO4), B(C=1C=CC(=CC1)C)(O)O (p-tolylboronic acid), [OH-].[Na+] (NaOH). Product: OC[C@@H](C1=CC=C(C=C1)C1=CC=C(C=C1)C)NC(=O)[C@@H]1[C@H](C1)C=1SC=CC1 ((1S,2S)-2-Thiophen-2-yl-cyclopropanecarboxylic acid [(R)-2-hydroxy-1-(4′-methyl-biphenyl-4-yl)-ethyl]-amide). Run at temperature 85 celsius, time 1.5 hour. As a reaction SMILES: Br[C:2]1[CH:7]=[CH:6][C:5]([C@@H:8]([NH:11][C:12]([C@H:14]2[CH2:16][C@@H:15]2[C:17]2[S:18][CH:19]=[CH:20][CH:21]=2)=[O:13])[CH2:9][OH:10])=[CH:4][CH:3]=1.[O-]P([O-])([O-])=O.[K+].[K+].[K+].B(O)(O)[C:31]1[CH:32]=[CH:33][C:34]([CH3:37])=[CH:35][CH:36]=1.N#N.[OH-].[Na+]>COCCOC.O.C1C=CC([P]([Pd]([P](C2C=CC=CC=2)(C2C=CC=CC=2)C2C=CC=CC=2)([P](C2C=CC=CC=2)(C2C=CC=CC=2)C2C=CC=CC=2)[P](C2C=CC=CC=2)(C2C=CC=CC=2)C2C=CC=CC=2)(C2C=CC=CC=2)C2C=CC=CC=2)=CC=1>[OH:10][CH2:9][C@H:8]([NH:11][C:12]([C@H:14]1[CH2:16][C@@H:15]1[C:17]1[S:18][CH:19]=[CH:20][CH:21]=1)=[O:13])[C:5]1[CH:6]=[CH:7][C:2]([C:31]2[CH:36]=[CH:35][C:34]([CH3:37])=[CH:33][CH:32]=2)=[CH:3][CH:4]=1 |f:1.2.3.4,7.8,9.10,^1:54,56,75,94|.